This data is from the Open Reaction Database (ORD), a public repository of structured organic reaction records. The task is: describe an organic reaction: reactants, conditions, products, and yield Starting materials: COc1ccc(P2(=S)SP(=S)(c3ccc(OC)cc3)S2)cc1, Cc1ccccc1, CC1Oc2cc(Oc3ccc(C(F)(F)F)cc3Cl)ccc2N(C)C1=O. The product is CC1Oc2cc(Oc3ccc(C(F)(F)F)cc3Cl)ccc2N(C)C1=S. RXN SMILES: [CH3:26][O:27][c:28]1[cH:29][cH:30][c:31]([P:32]2(=[S:33])[S:34][P:36](=[S:37])([c:38]3[cH:39][cH:40][c:41]([O:42][CH3:43])[cH:44][cH:45]3)[S:35]2)[cH:46][cH:47]1.[CH3:48][c:49]1[cH:50][cH:51][cH:52][cH:53][cH:54]1.[Cl:1][c:2]1[c:3]([O:4][c:5]2[cH:6][c:7]3[c:8]([cH:16][cH:17]2)[N:9]([CH3:15])[C:10](=[O:14])[CH:11]([CH3:13])[O:12]3)[cH:18][cH:19][c:20]([C:22]([F:23])([F:24])[F:25])[cH:21]1>>[Cl:1][c:2]1[c:3]([O:4][c:5]2[cH:6][c:7]3[c:8]([cH:16][cH:17]2)[N:9]([CH3:15])[C:10](=[S:35])[CH:11]([CH3:13])[O:12]3)[cH:18][cH:19][c:20]([C:22]([F:23])([F:24])[F:25])[cH:21]1.